Dataset: the Open Reaction Database (ORD), a public repository of structured organic reaction records. Task: describe an organic reaction: reactants, conditions, products, and yield RXN SMILES: [C:1]12([C:11]3[C:12]([O:22][CH3:23])=[CH:13][C:14]([O:20][CH3:21])=[C:15]([CH:19]=3)[C:16](O)=[O:17])[CH2:10][CH:5]3[CH2:6][CH:7]([CH2:9][CH:3]([CH2:4]3)[CH2:2]1)[CH2:8]2.[OH:24][C:25]1[CH:32]=[C:31]([OH:33])[CH:30]=[CH:29][C:26]=1[CH2:27][NH2:28]>>[C:1]12([C:11]3[C:12]([O:22][CH3:23])=[CH:13][C:14]([O:20][CH3:21])=[C:15]([CH:19]=3)[C:16]([NH:28][CH2:27][C:26]3[CH:29]=[CH:30][C:31]([OH:33])=[CH:32][C:25]=3[OH:24])=[O:17])[CH2:2][CH:3]3[CH2:9][CH:7]([CH2:6][CH:5]([CH2:4]3)[CH2:10]1)[CH2:8]2. Reactants: C12(CC3CC(CC(C1)C3)C2)C=2C(=CC(=C(C(=O)O)C2)OC)OC (5-adamantan-1-yl-2,4-dimethoxybenzoic acid), OC1=C(CN)C=CC(=C1)O (2,4-dihydroxybenzylamine). Product: C12(CC3CC(CC(C1)C3)C2)C=2C(=CC(=C(C(=O)NCC3=C(C=C(C=C3)O)O)C2)OC)OC (5-adamantan-1-yl-N-(2,4-dihydroxybenzyl)-2,4-dimethoxybenzamide). Procedure: 0.03 g of the target compound is obtained as white solid in substantially the same manner as in (2) of Example 1, except for using 5-adamantan-1-yl-2,4-dimethoxybenzoic acid instead of 5-adamantan-1-yl-2,4-dihydroxybenzoic acid and using 2,4-dihydroxybenzylamine instead of dopamine. Yields the product OC[C@H]1CCC(N1C)=O ((5R)-5-(hydroxymethyl)-1-methylpyrrolidin-2-one). Run at time 15 hour. RXN SMILES: [N+](CCCC)(CCCC)(CCCC)CCCC.[F-].[Si]([O:26][CH2:27][C@@H:28]1[N:32]([CH3:33])[C:31](=[O:34])[CH2:30][CH2:29]1)(C(C)(C)C)(C)C>C1COCC1>[OH:26][CH2:27][C@@H:28]1[N:32]([CH3:33])[C:31](=[O:34])[CH2:30][CH2:29]1 |f:0.1|. Procedure details: Bu4NF (1 mol THF solution, 14.1 ml, 14.1 mmols) was added to a THF (100 ml) solution of the (5R)-5-[(tert-butyldimethylsilyloxy)methyl]-1-methylpyrrolidin-2-one (3.43 g, 14.1 mmols), and the mixture was stirred for 15 hours at room temperature. The reaction mixture was concentrated under reduced pressure, and then the residue was subjected to silica gel column chromatography (SiO2 150 g, MeOH—CHCl3 1:9 v/v) to obtain (5R)-5-(hydroxymethyl)-1-methylpyrrolidin-2-one as a mixture (2.48 g) with inse... The solvent is C1CCOC1 (THF). The reactants are [N+](CCCC)(CCCC)(CCCC)CCCC.[F-] (Bu4NF), [Si](C)(C)(C(C)(C)C)OC[C@H]1CCC(N1C)=O ((5R)-5-[(tert-butyldimethylsilyloxy)methyl]-1-methylpyrrolidin-2-one). The reactants are C(C)OC(C(C(=O)OCC)CC(C)C)=O (2-isobutylmalonic acid diethyl ester), [H-].[Na+] (sodium hydride), FC1=C(C=CC(=C1)F)[N+](=O)[O-] (2,4-difluoronitro-benzene), ice water. Run in CN(C)C=O (DMF), CN(C)C=O (DMF). Reaction conditions: temperature 0 celsius, time 0.5 hour. Yields the product C(C)OC(C(C(=O)OCC)(CC(C)C)C1=CC(=C(C=C1)[N+](=O)[O-])F)=O (2-(3-Fluoro-4-nitro-phenyl)-2-isobutyl-malonic acid diethyl ester). Reaction SMILES: [CH2:1]([O:3][C:4](=[O:15])[CH:5]([CH2:11][CH:12]([CH3:14])[CH3:13])[C:6]([O:8][CH2:9][CH3:10])=[O:7])[CH3:2].[H-].[Na+].[F:18][C:19]1[CH:24]=[C:23](F)[CH:22]=[CH:21][C:20]=1[N+:26]([O-:28])=[O:27]>CN(C=O)C>[CH2:1]([O:3][C:4](=[O:15])[C:5]([C:23]1[CH:22]=[CH:21][C:20]([N+:26]([O-:28])=[O:27])=[C:19]([F:18])[CH:24]=1)([CH2:11][CH:12]([CH3:13])[CH3:14])[C:6]([O:8][CH2:9][CH3:10])=[O:7])[CH3:2] |f:1.2|. Reported procedure: To a solution of 2-isobutylmalonic acid diethyl ester (75.0 g, 0.35 mol) in DMF (200 mL) was added sodium hydride (60% in mineral oil, 13.0 g, 0.57 mol) over 20 min. at 0° C. The reaction mixture was stirred at 0° C. for 0.5 h, then warmed to 25° C. The reaction mixture was cooled down to 0° C. again and a solution of 2,4-difluoronitro-benzene (50.0 g, 0.31 mol) in DMF (150 mL) was added dropwise at 0° C. The reaction mixture was stirred at 25° C. for 16 h. After cooling, the reaction mixture wa... The reactants are FC1=C(C=CC=C1)S(=O)(=O)Cl (2-Fluoro-benzenesulfonyl chloride), NC=1C2=C(N=CN1)N(C=C2C(=O)C2=NC(=CC=C2)N)C(C)C ((4-Amino-7-isopropyl-7H-pyrrolo[2,3-d]pyrimidin-5-yl)-(6-amino-pyridin-2-yl)-methanone). Run in N1=CC=CC=C1 (pyridine). Reaction conditions: temperature 40 celsius. Yields the product NC=1C2=C(N=CN1)N(C=C2C(=O)C2=CC=CC(=N2)NS(=O)(=O)C2=C(C=CC=C2)F)C(C)C (N-[6-(4-Amino-7-isopropyl-7H-pyrrolo[2,3-d]pyrimidine-5-carbonyl)-pyridin-2-yl]-2-fluoro-benzenesulfonamide). Isolated yield 38.8%. Reaction SMILES: [F:1][C:2]1[CH:7]=[CH:6][CH:5]=[CH:4][C:3]=1[S:8](Cl)(=[O:10])=[O:9].[NH2:12][C:13]1[C:14]2[C:21]([C:22]([C:24]3[CH:29]=[CH:28][CH:27]=[C:26]([NH2:30])[N:25]=3)=[O:23])=[CH:20][N:19]([CH:31]([CH3:33])[CH3:32])[C:15]=2[N:16]=[CH:17][N:18]=1>N1C=CC=CC=1>[NH2:12][C:13]1[C:14]2[C:21]([C:22]([C:24]3[N:25]=[C:26]([NH:30][S:8]([C:3]4[CH:4]=[CH:5][CH:6]=[CH:7][C:2]=4[F:1])(=[O:10])=[O:9])[CH:27]=[CH:28][CH:29]=3)=[O:23])=[CH:20][N:19]([CH:31]([CH3:33])[CH3:32])[C:15]=2[N:16]=[CH:17][N:18]=1. Procedure details: 2-Fluoro-benzenesulfonyl chloride (72 mg, 0.37 mmol) was added to a solution of (4-Amino-7-isopropyl-7H-pyrrolo[2,3-d]pyrimidin-5-yl)-(6-amino-pyridin-2-yl)-methanone (100 mg 0.34 mmol) in pyridine (2 mL). The resulting solution was heated to 40° C. in a sealed tube for 12 h. The reaction mixture was concentrated in vacuo and the residue was triturated with MeOH and filtered to provide a crude yellow solid. Purification by flash column chromatography (hexanes/ethyl acetate 5:5-1:9) afforded the ... The reactants are C(=O)C1=C(C(=C(C=2C(COC21)C2=CC=C(C=C2)C(C)C)C)NC=O)C ((7-formyl-3-(4-isopropylphenyl)-4,6-dimethyl-2,3-dihydro-1-benzofuran-5-yl)formamide), O (Water). Reaction conditions: time 30 minute. Product: C(=O)NC=1C(=C(C2=C(C(CO2)C2=CC=C(C=C2)C(C)C)C1C)/C=C/C(=O)OCC)C (ethyl (2E)-3-(5-(formylamino)-3-(4-isopropylphenyl)-4,6-dimethyl-2,3-dihydro-1-benzofuran-7-yl)-2-propenoate). RXN SMILES: C([C:3]1[C:11]2[O:10][CH2:9][CH:8]([C:12]3[CH:17]=[CH:16][C:15]([CH:18]([CH3:20])[CH3:19])=[CH:14][CH:13]=3)[C:7]=2[C:6]([CH3:21])=[C:5]([NH:22][CH:23]=[O:24])[C:4]=1[CH3:25])=O.[OH2:26]>>[CH:23]([NH:22][C:5]1[C:4]([CH3:25])=[C:3](/[CH:7]=[CH:8]/[C:9]([O:10][CH2:11][CH3:3])=[O:26])[C:11]2[O:10][CH2:9][CH:8]([C:12]3[CH:13]=[CH:14][C:15]([CH:18]([CH3:20])[CH3:19])=[CH:16][CH:17]=3)[C:7]=2[C:6]=1[CH3:21])=[O:24]. Procedure details: To the reaction solution was added (7-formyl-3-(4-isopropylphenyl)-4,6-dimethyl-2,3-dihydro-1-benzofuran-5-yl)formamide obtained in Example 60 (3.0 g, 8.89 mmol), and the mixture was stirred at room temperature for 30 minutes. Water was added to the reaction solution, and the product was extracted with diisopropyl ether. The combined extract was washed with water, dried over magnesium sulfate, and then concentrated under reduced pressure to obtain the crude product of oily ethyl (2E)-3-(5-(formy...